This data is from the Open Reaction Database (ORD), a public repository of structured organic reaction records. The task is: describe an organic reaction: reactants, conditions, products, and yield Reactants: COC=1N=NC(=CC1)S(=O)(=O)C=1OC2=C(C1CC)C=C(C=C2)Cl (3-methoxy-6-(5-chloro-3-ethyl-benzofuran-2-sulfonyl)-pyridazine), Cl (HCl). Solvent: O1CCOCC1 (dioxane). Conditions: temperature 100 celsius. Product: ClC=1C=CC2=C(C(=C(O2)S(=O)(=O)C=2C=CC(NN2)=O)CC)C1 (6-(5-Chloro-3-ethyl-benzofuran-2-sulfonyl)-2H-pyridazin-3-one). Reaction SMILES: C[O:2][C:3]1[N:4]=[N:5][C:6]([S:9]([C:12]2[O:13][C:14]3[CH:22]=[CH:21][C:20]([Cl:23])=[CH:19][C:15]=3[C:16]=2[CH2:17][CH3:18])(=[O:11])=[O:10])=[CH:7][CH:8]=1.Cl>O1CCOCC1>[Cl:23][C:20]1[CH:21]=[CH:22][C:14]2[O:13][C:12]([S:9]([C:6]3[CH:7]=[CH:8][C:3](=[O:2])[NH:4][N:5]=3)(=[O:11])=[O:10])=[C:16]([CH2:17][CH3:18])[C:15]=2[CH:19]=1. Reported procedure: A mixture of 3-methoxy-6-(5-chloro-3-ethyl-benzofuran-2-sulfonyl)-pyridazine, without further purification, (1.04 mmol, 352 mg), conc. HCl (1.5 mL), and dioxane (3 mL) was heated at 100° C. for 2 hours. The reaction mixture was cooled and evaporated to dryness. Water (10 mL) was added to the residue and the resulting solid, 6-(5-chloro-3-ethyl-benzofuran-2-sulfonyl)-2H-pyridazin-3-one, was collected. (46%, 155 mg); mp 209° C.-210° C. Starting materials: CC(C)(C)c1cc(Br)c(O)c(C(C)(C)C)c1, CCI, CN(C)C=O, [H-], [H][H], [Na+]. Product: CCOc1c(Br)cc(C(C)(C)C)cc1C(C)(C)C. Reaction SMILES: [Br:1][c:2]1[c:3]([OH:16])[c:4]([C:12]([CH3:13])([CH3:14])[CH3:15])[cH:5][c:6]([C:8]([CH3:9])([CH3:10])[CH3:11])[cH:7]1.[CH2:21]([CH3:22])[I:23].[CH3:24][N:25]([CH3:26])[CH:27]=[O:28].[H-:17].[H:19][H:20].[Na+:18]>>[Br:1][c:2]1[c:3]([O:16][CH2:21][CH3:22])[c:4]([C:12]([CH3:13])([CH3:14])[CH3:15])[cH:5][c:6]([C:8]([CH3:9])([CH3:10])[CH3:11])[cH:7]1. Reactants: NC1=CC=C(C=C1)C1=CC=C2CN(C(C2=C1)=O)[C@H](C(=O)OC)C(C)C ((S)-Methyl 2-(6-(4-aminophenyl)-1-oxoisoindolin-2-yl)-3-methylbutanoate), [N+](=O)([O-])C1=CC=C(C=C1)C1=CC=C2CN(C(C2=C1)=O)C1(CCCC1)C(=O)OC (Methyl 1-(6-(4-nitrophenyl)-1-oxoisoindolin-2-yl)cyclopentanecarboxylate). Product: NC1=CC=C(C=C1)C1=CC=C2CN(C(C2=C1)=O)C1(CCCC1)C(=O)OC (Methyl 1-(6-(4-aminophenyl)-1-oxoisoindolin-2-yl)cyclopentanecarboxylate). Isolated yield 77.0%. As a reaction SMILES: NC1C=CC(C2C=C3C(CN([C@@H](C(C)C)C(OC)=O)C3=O)=CC=2)=CC=1.[N+:26]([C:29]1[CH:34]=[CH:33][C:32]([C:35]2[CH:43]=[C:42]3[C:38]([CH2:39][N:40]([C:45]4([C:50]([O:52][CH3:53])=[O:51])[CH2:49][CH2:48][CH2:47][CH2:46]4)[C:41]3=[O:44])=[CH:37][CH:36]=2)=[CH:31][CH:30]=1)([O-])=O>>[NH2:26][C:29]1[CH:30]=[CH:31][C:32]([C:35]2[CH:43]=[C:42]3[C:38]([CH2:39][N:40]([C:45]4([C:50]([O:52][CH3:53])=[O:51])[CH2:49][CH2:48][CH2:47][CH2:46]4)[C:41]3=[O:44])=[CH:37][CH:36]=2)=[CH:33][CH:34]=1. Reported procedure: The compound of example 527 was prepared analogous to the compound of example 6 by reduction of the compound of example 526. Reactants: bis(triphenylphosphine)alladium(II) dichloride, C(C#C)N1N=CC=C1 (N-Propargylpyrazole), C(C)(C)NC(C)C (diisopropylamine), C(C)(C)(C)C1=CC=C(C=C1)/C(=C/COC1=CC(=C(OCC(=O)O)C=C1)C)/C1=CC=C(C=C1)C#CCN1CCOCC1 ((Z)-[4-[3-(4-tert-Butylphenyl)-3-[4-[3-(morpholin-4-yl)propynyl]phenyl]allyloxy]-2-methylphenoxy]acetic Acid), O1CCCC1 (tetrahydrofuran). Reagents/catalysts: [Cu]I (copper(I) iodide). The product is C(C)(C)(C)C1=CC=C(C=C1)/C(=C/COC1=CC(=C(OCC(=O)OC)C=C1)C)/C1=CC=C(C=C1)C#CCN1N=CC=C1 (methyl (Z)-[4-[3-(4-tert-butyl-phenyl)-3-[4-[3-(pyrazol-1-yl)propynyl]phenyl]allyloxy]-2-methylphenoxy]acetate). Reaction SMILES: [CH2:1]([N:4]1C=CC=N1)[C:2]#C.C(NC(C)C)(C)C.[C:16]([C:20]1[CH:25]=[CH:24][C:23](/[C:26](/[C:42]2[CH:47]=[CH:46][C:45]([C:48]#[C:49][CH2:50][N:51]3[CH2:56]COCC3)=[CH:44][CH:43]=2)=[CH:27]/[CH2:28][O:29][C:30]2[CH:40]=[CH:39][C:33]([O:34][CH2:35][C:36]([OH:38])=O)=[C:32]([CH3:41])[CH:31]=2)=[CH:22][CH:21]=1)([CH3:19])([CH3:18])[CH3:17].[O:57]1CCC[CH2:58]1>[Cu]I>[C:16]([C:20]1[CH:21]=[CH:22][C:23](/[C:26](/[C:42]2[CH:47]=[CH:46][C:45]([C:48]#[C:49][CH2:50][N:51]3[CH:56]=[CH:2][CH:1]=[N:4]3)=[CH:44][CH:43]=2)=[CH:27]/[CH2:28][O:29][C:30]2[CH:40]=[CH:39][C:33]([O:34][CH2:35][C:36]([O:57][CH3:58])=[O:38])=[C:32]([CH3:41])[CH:31]=2)=[CH:24][CH:25]=1)([CH3:19])([CH3:18])[CH3:17]. Procedure: N-Propargylpyrazole (130 mg, 1.23 mmol) and diisopropylamine (0.40 mL, 2.85 mmol) were added to a solution of methyl (Z)-[4-[3-(4-tert-butylphenyl)-3-(4-iodophenyl)allyloxy]-2-methylphenoxy]cetate (350 mg, 0.614 mmol; prepared as described in example 30) in tetrahydrofuran (10 mL). The mixture was degassed and copper(I) iodide (10 mg, 0.053 mmol) and bis(triphenylphosphine)alladium(II) dichloride (22 mg, 0.031 mmol) were added. The reaction mixture was stirred at ambient temperature over night, ...